From a dataset of the Open Reaction Database (ORD), a public repository of structured organic reaction records. describe an organic reaction: reactants, conditions, products, and yield Starting materials: BrC1=CC=C(C=C1)N1C=CC2=CC(=CC=C12)C#CCCCOS(=O)(=O)C (Methanesulfonic acid 5-[1-(4-bromo-phenyl)-1H-indol-5-yl]-pent-4-ynyl ester). The reagents and catalysts are O=[Pt]=O (PtO2). Solvent: CCOC(=O)C.CCO.CCCCCC (EtOAc EtOH hexane). Yields the product BrC1=CC=C(C=C1)N1C=CC2=CC(=CC=C12)CCCCCOS(=O)(=O)C (Methanesulfonic acid 5-[1-(4-bromo-phenyl)-1H-indol-5-yl]-pentyl ester). Isolated yield 95.0%. RXN SMILES: [Br:1][C:2]1[CH:7]=[CH:6][C:5]([N:8]2[C:16]3[C:11](=[CH:12][C:13]([C:17]#[C:18][CH2:19][CH2:20][CH2:21][O:22][S:23]([CH3:26])(=[O:25])=[O:24])=[CH:14][CH:15]=3)[CH:10]=[CH:9]2)=[CH:4][CH:3]=1>CCOC(C)=O.CCO.CCCCCC.O=[Pt]=O>[Br:1][C:2]1[CH:7]=[CH:6][C:5]([N:8]2[C:16]3[C:11](=[CH:12][C:13]([CH2:17][CH2:18][CH2:19][CH2:20][CH2:21][O:22][S:23]([CH3:26])(=[O:24])=[O:25])=[CH:14][CH:15]=3)[CH:10]=[CH:9]2)=[CH:4][CH:3]=1 |f:1.2.3|. Reported procedure: 432 mg (1 mmol) Methanesulfonic acid 5-[1-(4-bromo-phenyl)-1H-indol-5-yl]-pent-4-ynyl ester in 30 ml EtOAc/EtOH/hexane (1:1:1) was hydrogenated in the presence of 20 mg PtO2, the solution was filtered and evaporated. Column chromatography on silica gel with hexane/EtOAc 4:1 yielded (95%) Methanesulfonic acid 5-[1-(4-bromo-phenyl)-1H-indol-5-yl]-pentyl ester as colorless viscous oil, MS: 435 (M, 1Br). The reactants are CC1(C)CC(c2cc(-c3ccccn3)ccc2N2CCN(C(=O)OC(C)(C)C)CC2)CC(C)(C)C1, CCOC(C)=O, ClCCl, [Na+], [OH-], O, O=C(O)C(F)(F)F. Product: CC1(C)CC(c2cc(-c3ccccn3)ccc2N2CCNCC2)CC(C)(C)C1. RXN SMILES: [C:1]([O:2][C:3](=[O:4])[N:8]1[CH2:9][CH2:10][N:11]([c:14]2[c:15]([CH:26]3[CH2:27][C:28]([CH3:34])([CH3:35])[CH2:29][C:30]([CH3:32])([CH3:33])[CH2:31]3)[cH:16][c:17](-[c:20]3[n:21][cH:22][cH:23][cH:24][cH:25]3)[cH:18][cH:19]2)[CH2:12][CH2:13]1)([CH3:5])([CH3:6])[CH3:7].[CH3:49][CH2:50][O:51][C:52](=[O:53])[CH3:54].[Cl:43][CH2:44][Cl:45].[Na+:47].[OH-:46].[OH2:48].[OH:36][C:37]([C:38]([F:39])([F:40])[F:41])=[O:42]>>[NH:8]1[CH2:9][CH2:10][N:11]([c:14]2[c:15]([CH:26]3[CH2:27][C:28]([CH3:34])([CH3:35])[CH2:29][C:30]([CH3:32])([CH3:33])[CH2:31]3)[cH:16][c:17](-[c:20]3[n:21][cH:22][cH:23][cH:24][cH:25]3)[cH:18][cH:19]2)[CH2:12][CH2:13]1.